describe an organic reaction: reactants, conditions, products, and yield From a dataset of the Open Reaction Database (ORD), a public repository of structured organic reaction records. Starting materials: C(C)C1=C(C(=O)O)C=C(C(=C1)OC)OC (2-Ethyl-4,5-dimethoxybenzoic acid), CC(CS(=O)(=O)CC(C)(O)C1=C(C=C(C(=C1)OC)OC)CC)(C1=C(C=C(C(=C1)OC)OC)CC)O (methyl-β-hydroxy-β-(2-ethyl-4,5-dimethoxyphenyl)ethyl sulphone), methyl-α-(2-ethyl-4,5-dimethoxyacetophenone) sulphone, NC(=N)N (guanidine), N(C1=CC=CC=C1)C=C(C#N)CC1=C(C=C(C(=C1)OC)OC)CC (β-anilino-α-(2-ethyl-4,5-dimethoxybenzyl) acrylonitrile), Cl (hydrochloric acid), methyl ester, N(C1=CC=CC=C1)C=C(C#N)CC1=C(C=C(C(=C1)OC)OC)CC (β-anilino-α -(2-ethyl-4,5-dimethoxybenzyl) acrylonitrile). Solvent: CO (methanol). Product: NC1=NC=C(C(=N1)N)CC1=C(C=C(C(=C1)OC)OC)CC (2,4-diamino-5-(2'-ethyl-4',5'-dimethoxybenzyl)pyrimidine). As a reaction SMILES: C(C1C=C(OC)C(OC)=CC=1C(O)=O)C.Cl.CC(O)(C1C=C(OC)C(OC)=CC=1CC)CS(CC(C1C=C(OC)C(OC)=CC=1CC)(O)C)(=O)=O.[NH:52]([CH:59]=[C:60]([CH2:63][C:64]1[CH:69]=[C:68]([O:70][CH3:71])[C:67]([O:72][CH3:73])=[CH:66][C:65]=1[CH2:74][CH3:75])[C:61]#N)C1C=CC=CC=1.[NH2:76][C:77]([NH2:79])=[NH:78]>CO>[NH2:78][C:77]1[N:79]=[C:59]([NH2:52])[C:60]([CH2:63][C:64]2[CH:69]=[C:68]([O:70][CH3:71])[C:67]([O:72][CH3:73])=[CH:66][C:65]=2[CH2:74][CH3:75])=[CH:61][N:76]=1. Procedure details: 2-Ethyl-4,5-dimethoxybenzoic acid is esterified in methanol containing hydrochloric acid. The methyl ester is converted consecutively to methyl-α-(2-ethyl-4,5-dimethoxyacetophenone) sulphone, methyl-β-hydroxy-β-(2-ethyl-4,5-dimethoxyphenyl)ethyl sulphone, and β-anilino-α -(2-ethyl-4,5-dimethoxybenzyl) acrylonitrile according to Example 107. Following the procedure of Example 121 the β-anilino-α-(2-ethyl-4,5-dimethoxybenzyl) acrylonitrile is allowed to react with guanidine to give 2,4-diamino-5-(... Reactants: COCCN (2-methoxyethylamine), COC(C1=CC=C(C=C1)C(=O)N1CCN(CC1)C1=NC=CC=C1NC(C)C)=O (4-[1-[3-(Isopropylamino)-2-pyridyl]piperazin-4-yl-carbonyl]benzoic acid methyl ester), O (water). Solvent: CO (methanol). Reaction conditions: temperature 10 celsius, time 1 hour. Yields the product C(C)(C)NC=1C(=NC=CC1)N1CCN(CC1)C(=O)C1=CC=C(C=C1)C(NCCOC)=O (4-[1-[3-(isopropylamino)-2-pyridyl]piperazin-4-yl-carbonyl]-1-[N-(2-methoxyethyl)carbamoyl]benzene). Yield: 78.1%. RXN SMILES: CO[C:3](=[O:28])[C:4]1[CH:9]=[CH:8][C:7]([C:10]([N:12]2[CH2:17][CH2:16][N:15]([C:18]3[C:23]([NH:24][CH:25]([CH3:27])[CH3:26])=[CH:22][CH:21]=[CH:20][N:19]=3)[CH2:14][CH2:13]2)=[O:11])=[CH:6][CH:5]=1.[CH3:29][O:30][CH2:31][CH2:32][NH2:33].O>CO>[CH:25]([NH:24][C:23]1[C:18]([N:15]2[CH2:16][CH2:17][N:12]([C:10]([C:7]3[CH:8]=[CH:9][C:4]([C:3](=[O:28])[NH:33][CH2:32][CH2:31][O:30][CH3:29])=[CH:5][CH:6]=3)=[O:11])[CH2:13][CH2:14]2)=[N:19][CH:20]=[CH:21][CH:22]=1)([CH3:27])[CH3:26]. Reported procedure: 4-[1-[3-(Isopropylamino)-2-pyridyl]piperazin-4-yl-carbonyl]benzoic acid methyl ester (1.6 g) was dissolved in methanol (35 ml) and then, 2-methoxyethylamine (0.68 g) was added. And then, the reaction mixture was heated to reflux for 10 hours. The mixture was cooled, and after excess of water was added slowly to the solution at 35~40° C. to precipitate the crystals, the solution was slowly cooled again, stirred at 10° C. for 1 hour and filtered. The filtered solid was washed with a co-solvent (wa... The reactants are O=C([O-])O, Clc1nccnc1SN=Cc1ccccc1, ClC(Cl)Cl, O=C(OO)c1cccc(Cl)c1, [Na+]. The product is O=S(N=Cc1ccccc1)c1nccnc1Cl. RXN SMILES: [C:17]([O-:18])(=[O:19])[OH:20].[CH:1]([c:2]1[cH:3][cH:4][cH:5][cH:6][cH:7]1)=[N:8][S:9][c:10]1[c:11]([Cl:16])[n:12][cH:13][cH:14][n:15]1.[CH:33]([Cl:34])([Cl:35])[Cl:36].[Cl:22][c:23]1[cH:24][cH:25][cH:26][c:27]([C:28]([O:29][OH:30])=[O:31])[cH:32]1.[Na+:21]>>[CH:1]([c:2]1[cH:3][cH:4][cH:5][cH:6][cH:7]1)=[N:8][S:9]([c:10]1[c:11]([Cl:16])[n:12][cH:13][cH:14][n:15]1)=[O:18]. Starting materials: ClCCCCOC=1C=C2CCC(NC2=CC1)=O (6-(4-chloro-butoxy)-3,4-dihydro-carbostyril), ClC=1C=C(C=CC1Cl)S (3,4-dichloro-thiophenol). The product is ClC=1C=C(C=CC1Cl)SCCCCOC=1C=C2CCC(NC2=CC1)=O (6-[4-(3,4-Dichlorophenyl-mercapto)-butoxy]-3,4-dihydro-carbostyril). Reaction SMILES: Cl[CH2:2][CH2:3][CH2:4][CH2:5][O:6][C:7]1[CH:8]=[C:9]2[C:14](=[CH:15][CH:16]=1)[NH:13][C:12](=[O:17])[CH2:11][CH2:10]2.[Cl:18][C:19]1[CH:20]=[C:21]([SH:26])[CH:22]=[CH:23][C:24]=1[Cl:25]>>[Cl:18][C:19]1[CH:20]=[C:21]([S:26][CH2:2][CH2:3][CH2:4][CH2:5][O:6][C:7]2[CH:8]=[C:9]3[C:14](=[CH:15][CH:16]=2)[NH:13][C:12](=[O:17])[CH2:11][CH2:10]3)[CH:22]=[CH:23][C:24]=1[Cl:25]. Procedure: Prepared analogous to Example 1 from 6-(4-chloro-butoxy)-3,4-dihydro-carbostyril (m.p. 147°-148° C.) and 3,4-dichloro-thiophenol. Starting materials: Cl.N[C@@H]1[C@H](CCC1)NC(C1=C(C=CC=C1OC)OC)=O (N-[(1S,2S)-2-aminocyclopentyl]-2,6-dimethoxybenzamide hydrochloride), Cl.N[C@@H]1[C@H](CCC1)NC(C1=C(C=CC=C1OC)OC)=O (N-[(1S,2S)-2-aminocyclopentyl]-2,6-dimethoxybenzamide hydrochloride), CCN(C(C)C)C(C)C (DIPEA), ClC1=NC=C(C=N1)C(F)(F)F (2-chloro-5-(trifluoromethyl)pyrimidine). Solvent: CN1CCCC1=O (NMP). The product is COC1=C(C(=O)N[C@@H]2[C@H](CCC2)NC2=NC=C(C=N2)C(F)(F)F)C(=CC=C1)OC (2,6-Dimethoxy-N-[(1S,2S)-2-{[5-(trifluoromethyl)pyrimidin-2-yl]amino}cyclopentyl]benzamide). As a reaction SMILES: Cl.[NH2:2][C@H:3]1[CH2:7][CH2:6][CH2:5][C@@H:4]1[NH:8][C:9](=[O:20])[C:10]1[C:15]([O:16][CH3:17])=[CH:14][CH:13]=[CH:12][C:11]=1[O:18][CH3:19].CCN(C(C)C)C(C)C.Cl[C:31]1[N:36]=[CH:35][C:34]([C:37]([F:40])([F:39])[F:38])=[CH:33][N:32]=1>CN1C(=O)CCC1>[CH3:17][O:16][C:15]1[CH:14]=[CH:13][CH:12]=[C:11]([O:18][CH3:19])[C:10]=1[C:9]([NH:8][C@H:4]1[CH2:5][CH2:6][CH2:7][C@@H:3]1[NH:2][C:31]1[N:36]=[CH:35][C:34]([C:37]([F:40])([F:39])[F:38])=[CH:33][N:32]=1)=[O:20] |f:0.1|. Reported procedure: A microwave vial was charged with N-[(1S,2S)-2-aminocyclopentyl]-2,6-m dimethoxybenzamide hydrochloride (Intermediate 5; 80 mg, 0.27 mmol), DIPEA (0.139 ml, 0.80 mmol), 2-chloro-5-(trifluoromethyl)pyrimidine (CAS number 69034-12-4; 0.058 mg, 0.32 mmol) and dry NMP (0.9 ml). The resulting mixture was subjected to microwave irradiation at 250° C. for 20 minutes. The crude material was purified by reverse phase preparative HPLC (eluted with acetonitrile/water with 0.1% ammonia) to afford the title ...